From a dataset of the Open Reaction Database (ORD), a public repository of structured organic reaction records. describe an organic reaction: reactants, conditions, products, and yield The reactants are ceric ammonium nitrate, CN1C(=NC2=C1C=CC=C2C)C2=C(C=CC=C2)[N+](=O)[O-] (N-methyl-4-methyl-2-(2-nitrophenyl)-benzimidazole), C(Cl)(Cl)Cl (CHCl3), C(=O)(O)[O-].[Na+] (NaHCO3). Solvent: C(C)(=O)O (acetic acid), acid. Reaction conditions: time 6 hour. Yields the product CN1C(=NC2=C1C=CC=C2C2=CC=CC=C2C=O)C2=C(C=CC=C2)[N+](=O)[O-] (N-methyl-2-(2-nitrophenyl)-benzimidazole-4-benzaldehyde). Isolated yield 42.0%. RXN SMILES: [CH3:1][N:2]1[C:6]2[CH:7]=[CH:8][CH:9]=[C:10]([CH3:11])[C:5]=2[N:4]=[C:3]1[C:12]1[CH:17]=[CH:16][CH:15]=[CH:14][C:13]=1[N+:18]([O-:20])=[O:19].[C:21]([O-:24])(O)=O.[Na+].C(Cl)(Cl)Cl>C(O)(=O)C>[CH3:1][N:2]1[C:6]2[CH:7]=[CH:8][CH:9]=[C:10]([C:11]3[C:9]([CH:21]=[O:24])=[CH:10][CH:5]=[CH:6][CH:7]=3)[C:5]=2[N:4]=[C:3]1[C:12]1[CH:17]=[CH:16][CH:15]=[CH:14][C:13]=1[N+:18]([O-:20])=[O:19] |f:1.2|. Procedure: A solution of ceric ammonium nitrate (2.19 g, 4.0 mmol) in acetic acid (10 mL, 50%) was added to a stirred solution of N-methyl-4-methyl-2-(2-nitrophenyl)-benzimidazole (0.27 g, 1.0 mmol) in same acid (5.0 mL, 50%) dropwise at 90° C. and the mixture was stirred for 6 hours. The mixture was then cooled to room temperature, neutralized with saturated NaHCO3 to PH=7-8,extracted with CHCl3 and the extract dried over Na2SO4. Concentration using a rotary evaporator and subsequent column chromatography... Reactants: C1(CC1)C1=NC(=CC=C1CO)C1=CC=C(C=C1)C(F)(F)F ([2-cyclopropyl-6-(4-trifluoromethyl-phenyl)-pyridin-3-yl]-methanol), O=S(Cl)Cl (SOCl2). Run in C(Cl)Cl (CH2Cl2). Procedure details: 0.127 g (0.433 mmol) of the above prepared [2-cyclopropyl-6-(4-trifluoromethyl-phenyl)-pyridin-3-yl]-methanol was dissolved in 2.0 ml of CH2Cl2 and treated at 0° C. with 0.063 ml (2 eq.) of SOCl2. The reaction mixture was kept at 0° C. for 5 Min. and at RT for 60 Min. Pouring onto crashed ice/NaHCO3, twofold extraction with AcOEt, washing with water and brine, drying over magnesium sulfate, and evaporation of the solvents afforded 0.137 g of pure title compound as off-white solid. RXN SMILES: [CH:1]1([C:4]2[C:9]([CH2:10]O)=[CH:8][CH:7]=[C:6]([C:12]3[CH:17]=[CH:16][C:15]([C:18]([F:21])([F:20])[F:19])=[CH:14][CH:13]=3)[N:5]=2)[CH2:3][CH2:2]1.O=S(Cl)[Cl:24]>C(Cl)Cl>[Cl:24][CH2:10][C:9]1[C:4]([CH:1]2[CH2:3][CH2:2]2)=[N:5][C:6]([C:12]2[CH:17]=[CH:16][C:15]([C:18]([F:21])([F:20])[F:19])=[CH:14][CH:13]=2)=[CH:7][CH:8]=1. Product: ClCC=1C(=NC(=CC1)C1=CC=C(C=C1)C(F)(F)F)C1CC1 (3-Chloromethyl-2-cyclopropyl-6-(4-trifluoromethyl-phenyl)-pyridine). Starting materials: C(#N)NC(SC)=NCCSCC1=NC=CC=C1 (N-cyano-N'-{2-[(2-pyridyl)methylthio]-ethyl}-S-methylisothiourea), C(C#C)N (propargylamine). Product: C(#N)NC(=NCCSCC1=NC=CC=C1)NCC#C (N-Cyano-N'-(2-propyn-1-yl)-N"-{2-[(2-pyridyl)methylthio]-ethyl}guanidine). RXN SMILES: [C:1]([NH:3][C:4](=[N:7][CH2:8][CH2:9][S:10][CH2:11][C:12]1[CH:17]=[CH:16][CH:15]=[CH:14][N:13]=1)SC)#[N:2].[CH2:18]([NH2:21])[C:19]#[CH:20]>CO>[C:1]([NH:3][C:4]([NH:21][CH2:18][C:19]#[CH:20])=[N:7][CH2:8][CH2:9][S:10][CH2:11][C:12]1[CH:17]=[CH:16][CH:15]=[CH:14][N:13]=1)#[N:2]. Run in CO (methanol). Reported procedure: A mixture of the product of Step A (4.0 g; 15.0 mmoles) and propargylamine (6.88 g; 125 mmoles) in methanol (20 ml) was stirred and heated to reflux temperature under a positive pressure of nitrogen for 20 hours. The reaction mixture was evaporated under reduced pressure and the product recrystallized from acetonitrile to give the title compound; mp 124.5°-130.5° C. (remelted at 128°-131.5° C.). The reactants are OC1=C(C(N(C2=NC=CC=C12)C1=CC(=CC=C1)OC(F)(F)F)=O)C(CC1=CC(=CC=C1)OC(F)(F)F)=O (4-hydroxy-1-(3-trifluoromethoxyphenyl)-3-(3-trifluoromethoxyphenylacetyl)-1,8-naphthyridin-2(1H)-one), O.NN (hydrazine monohydrate), C(O)([O-])=O.[Na+] (sodium hydrogencarbonate). Run in CN(C)C=O (DMF). Run at temperature 105 celsius, time 1 hour. Product: FC(OC=1C=C(CC2=NNC3=C2C(N(C=2N=CC=CC32)C3=CC(=CC=C3)OC(F)(F)F)=O)C=CC1)(F)F (3-(3-trifluoromethoxybenzyl)-5-(3-trifluoromethoxyphenyl)-1H-pyrazolo[4,3-c][1,8]naphthyridin-4(5H)-one). The yield is 16.0%. RXN SMILES: O[C:2]1[C:11]2[C:6](=[N:7][CH:8]=[CH:9][CH:10]=2)[N:5]([C:12]2[CH:17]=[CH:16][CH:15]=[C:14]([O:18][C:19]([F:22])([F:21])[F:20])[CH:13]=2)[C:4](=[O:23])[C:3]=1[C:24](=O)[CH2:25][C:26]1[CH:31]=[CH:30][CH:29]=[C:28](OC(F)(F)F)[CH:27]=1.[OH2:38].[NH2:39][NH2:40].C(=O)([O-])O.[Na+]>CN(C=O)C>[F:20][C:19]([F:22])([F:21])[O:38][C:28]1[CH:27]=[C:26]([CH:31]=[CH:30][CH:29]=1)[CH2:25][C:24]1[C:3]2[C:4](=[O:23])[N:5]([C:12]3[CH:17]=[CH:16][CH:15]=[C:14]([O:18][C:19]([F:22])([F:21])[F:20])[CH:13]=3)[C:6]3[N:7]=[CH:8][CH:9]=[CH:10][C:11]=3[C:2]=2[NH:40][N:39]=1 |f:1.2,3.4|. Reported procedure: To a suspension of 4-hydroxy-1-(3-trifluoromethoxyphenyl)-3-(3-trifluoromethoxyphenylacetyl)-1,8-naphthyridin-2(1H)-one (630 mg, 1.2 mmol) produced in Synthesis Example 24 in DMF (5 mL) was added hydrazine monohydrate (purity of 80%, 233 μL), and the mixture was stirred at 100 to 110° C. for 1 hour. To the reaction solution was added a sodium hydrogencarbonate aqueous solution. The resulting precipitate was separated by filtration, recrystallized from ethanol, and dried to give 3-(3-trifluoromet...